From a dataset of the Open Reaction Database (ORD), a public repository of structured organic reaction records. describe an organic reaction: reactants, conditions, products, and yield Reactants: FC1=C(C(=O)O)C(=C(C(=C1C)F)F)[N+](=O)[O-] (2,4,5-Trifluoro-3-methyl-6-nitrobenzoic acid), S(=O)(Cl)Cl (thionyl chloride). Solvent: C1=CC=CC=C1 (benzene). Product: FC1=C(C(=O)Cl)C(=C(C(=C1C)F)F)[N+](=O)[O-] (2,4,5-trifluoro-3-methyl-6-nitrobenzoyl chloride). As a reaction SMILES: [F:1][C:2]1[C:10]([CH3:11])=[C:9]([F:12])[C:8]([F:13])=[C:7]([N+:14]([O-:16])=[O:15])[C:3]=1[C:4](O)=[O:5].S(Cl)([Cl:19])=O>C1C=CC=CC=1>[F:1][C:2]1[C:10]([CH3:11])=[C:9]([F:12])[C:8]([F:13])=[C:7]([N+:14]([O-:16])=[O:15])[C:3]=1[C:4]([Cl:19])=[O:5]. Procedure: 2,4,5-Trifluoro-3-methyl-6-nitrobenzoic acid was suspended in 490 ml of benzene to which was subsequently added dropwise 30.4 ml (0.42 mol) of thionyl chloride at room temperature. After completion of the dropwise addition, the reaction solution was heated under reflux for 22 hours. After evaporation of benzene, the resulting residue was subjected twice to azeotropic treatment with 200 ml of benzene to yield crude 2,4,5-trifluoro-3-methyl-6-nitrobenzoyl chloride. A 6.13 g (0.25 mol) portion of m... Reactants: BrC(Br)(Br)Br, ClCCl, O=c1onc2n1C(CCCO)CCCC2, c1ccc(P(c2ccccc2)c2ccccc2)cc1. The product is O=c1onc2n1C(CCCBr)CCCC2. Reaction SMILES: [C:16]([Br:17])([Br:18])([Br:19])[Br:20].[CH2:40]([Cl:41])[Cl:42].[OH:1][CH2:2][CH2:3][CH2:4][CH:5]1[CH2:6][CH2:7][CH2:8][CH2:9][c:10]2[n:11]1[c:12](=[O:15])[o:13][n:14]2.[c:21]1([P:22]([c:23]2[cH:24][cH:25][cH:26][cH:27][cH:28]2)[c:29]2[cH:30][cH:31][cH:32][cH:33][cH:34]2)[cH:35][cH:36][cH:37][cH:38][cH:39]1>>[CH2:2]([CH2:3][CH2:4][CH:5]1[CH2:6][CH2:7][CH2:8][CH2:9][c:10]2[n:11]1[c:12](=[O:15])[o:13][n:14]2)[Br:17]. Starting materials: COC(=O)C=1C=NN(C1C)C1=CC=CC=C1 (5-methyl-1-phenyl-1H-pyrazole-4-carboxylic acid methyl ester), COP(OC)(=O)C (methyl-phosphonic acid dimethyl ester), solution, [Li+].CCC[CH2-] (N-butyllithium). Run in C1CCOC1 (THF), CCCCCC (hexane). Reaction conditions: temperature 0 celsius, time 30 minute. Product: COP(OC)(=O)CC(=O)C=1C=NN(C1C)C1=CC=CC=C1 ([2-(5-Methyl-1-phenyl-1H-pyrazol-4-yl)-2-oxo-ethyl]-phosphonic acid dimethyl ester). Isolated yield 86.4%. Reaction SMILES: [CH3:1][O:2][P:3]([CH3:7])(=[O:6])[O:4][CH3:5].[Li+].CCC[CH2-].C[O:14][C:15]([C:17]1[CH:18]=[N:19][N:20]([C:23]2[CH:28]=[CH:27][CH:26]=[CH:25][CH:24]=2)[C:21]=1[CH3:22])=O>C1COCC1.CCCCCC>[CH3:1][O:2][P:3]([CH2:7][C:15]([C:17]1[CH:18]=[N:19][N:20]([C:23]2[CH:28]=[CH:27][CH:26]=[CH:25][CH:24]=2)[C:21]=1[CH3:22])=[O:14])(=[O:6])[O:4][CH3:5] |f:1.2|. Procedure details: A solution of methyl-phosphonic acid dimethyl ester (2.1 g) in THF (20 mL) under an argon atmosphere was cooled to −78° C. and treated dropwise with 10.98 mL of a 1.6 M solution of N-butyllithium in hexane keeping the temperature of the reaction mixture below −65° C. After stirring for 15 minutes 5-methyl-1-phenyl-1H-pyrazole-4-carboxylic acid methyl ester (1.9 g in 2 ml THF) were added slowly and the mixture was stirred for 30 minutes (temperature below −65° C.). The reaction mixture was allowe... Isolated yield 91.0%. RXN SMILES: [CH3:1][C:2]([CH3:7])([CH2:5][OH:6])[CH:3]=O.[C:8]([C:12]1[CH:17]=[CH:16][CH:15]=[C:14]([C:18]([CH3:21])([CH3:20])[CH3:19])[C:13]=1[OH:22])([CH3:11])([CH3:10])[CH3:9].CNC.[H][H]>[Ni].CO.O>[C:18]([C:14]1[CH:15]=[C:16]([CH2:3][C:2]([CH3:1])([CH3:7])[CH2:5][OH:6])[CH:17]=[C:12]([C:8]([CH3:11])([CH3:10])[CH3:9])[C:13]=1[OH:22])([CH3:21])([CH3:20])[CH3:19]. Procedure details: 125 g (1 mol) of 80% strength aqueous 2,2-dimethyl-3-hydroxypropanal (crude mixture from the synthesis, reduced to a water content of 20% by distillation), 185 g (0.9 mol) of 2,6-di-t-butylphenol, 12 g (0.11 mol) of 40% strength aqueous dimethylamine and 700 g of methanol are reacted in a stirred autoclave at 180° C. under autogenous pressure of 20-30 bar for 10 h. After the autoclave has cooled and the pressure has been released, 28 g of Raney Ni (0.03 parts based on complete mixture) are added... The solvent is CO (methanol), O (water). The reagents and catalysts are [Ni] (Ni). Product: C(C)(C)(C)C=1C=C(C=C(C1O)C(C)(C)C)CC(CO)(C)C (3-(3,5-di-t-butyl-4-hydroxyphenyl)-2,2-dimethylpropanol). Starting materials: CC(C=O)(CO)C (2,2-dimethyl-3-hydroxypropanal), [H][H] (hydrogen), C(C)(C)(C)C1=C(C(=CC=C1)C(C)(C)C)O (2,6-di-t-butylphenol), CNC (dimethylamine). Starting materials: COC1=CC=C(CO)C=C1 (4-methoxybenzyl alcohol), CN(C1=CC=CC=C1)C (N,N-dimethylaniline), ClC(C(=O)Cl)(Cl)Cl (trichloroacetyl chloride), N1CC(CCC1)C(=O)OCC (ethyl 3-piperidinecarboxylate), C([O-])([O-])=O.[K+].[K+] (potassium carbonate). The solvent is C1(=CC=CC=C1)C (toluene), ClCCl (dichloromethane), C(C)(=O)OCC (ethyl acetate), C1(=CC=CC=C1)C (toluene), CCCCCC (hexane). Reaction conditions: time 1.5 hour. Yields the product Cl.COC1=CC=C(CN2CC(CCC2)C(=O)OCC)C=C1 (Ethyl N-(4-methoxybenzyl)-3-piperidinecarboxylate hydrochloride). The yield is 21.6%. As a reaction SMILES: [Cl:1]C(Cl)(Cl)C(Cl)=O.[CH3:8][O:9][C:10]1[CH:17]=[CH:16][C:13]([CH2:14]O)=[CH:12][CH:11]=1.CN(C)C1C=CC=CC=1.[NH:27]1[CH2:32][CH2:31][CH2:30][CH:29]([C:33]([O:35][CH2:36][CH3:37])=[O:34])[CH2:28]1.C(=O)([O-])[O-].[K+].[K+]>C1(C)C=CC=CC=1.ClCCl.CCCCCC.C(OCC)(=O)C>[ClH:1].[CH3:8][O:9][C:10]1[CH:17]=[CH:16][C:13]([CH2:14][N:27]2[CH2:32][CH2:31][CH2:30][CH:29]([C:33]([O:35][CH2:36][CH3:37])=[O:34])[CH2:28]2)=[CH:12][CH:11]=1 |f:4.5.6,11.12|. Reported procedure: A solution of trichloroacetyl chloride (11.1 ml, 99 mmol) in toluene (30 ml) was added dropwise over 45 minutes to a stirred, ice-cooled solution of 4-methoxybenzyl alcohol (12.4 ml, 99 mmol) and N,N-dimethylaniline (12.6 ml, 99 mmol) in toluene (100 ml). The cooling bath was removed and stirring continued at room temperature for 1.5 hours, then the reaction mixture was filtered to remove the N,N-dimethylaniline hydrochloride which was washed with toluene (30 ml). A stirred mixture of the combin... Starting materials: S(O)(O)(=O)=O (sulfuric acid), Cl.C(#N)C(C(C)(C)C(C(=O)OCC)C(=O)OCC)(CCCN(C)C)C1=CC(=CC=C1)OC (diethyl 2-[2-cyano-5-(dimethylamino)-2-(3-methoxyphenyl)-1,1-dimethylpentyl]propanedioate, monohydrochloride). Solvent: 90L, O (water). Run at temperature 25 celsius. Yields the product Cl.CN(CCCC1(C(NC(CC1(C)C)=O)=O)C1=CC(=CC=C1)OC)C (3-[3-(dimethylamino)propyl]-3-(3-methoxyphenyl)-4,4-dimethyl-2,6-piperidinedione, monohydrochloride). As a reaction SMILES: [ClH:1].[C:2]([C:4]([C:25]1[CH:30]=[CH:29][CH:28]=[C:27]([O:31][CH3:32])[CH:26]=1)([CH2:19][CH2:20][CH2:21][N:22]([CH3:24])[CH3:23])[C:5]([CH:8](C(OCC)=O)[C:9]([O:11]CC)=O)([CH3:7])[CH3:6])#[N:3].S(=O)(=O)(O)[OH:34]>O>[ClH:1].[CH3:23][N:22]([CH3:24])[CH2:21][CH2:20][CH2:19][C:4]1([C:25]2[CH:30]=[CH:29][CH:28]=[C:27]([O:31][CH3:32])[CH:26]=2)[C:5]([CH3:7])([CH3:6])[CH2:8][C:9](=[O:11])[NH:3][C:2]1=[O:34] |f:0.1,4.5|. Procedure details: A reaction vessel is charged with 11.24 kg of diethyl 2-[2-cyano-5-(dimethylamino)-2-(3-methoxyphenyl)-1,1-dimethylpentyl]propanedioate, monohydrochloride (9), and a solution of 11.46 kg of sulfuric acid (96% w/w) in 90L of water is added. The reaction mixture is refluxed for about 54 h. When the reaction is complete as indicated by thin layer chromatography, the solution is cooled to 25° C. The aqueous solution is washed with 20L of methylene chloride. The aqueous phase is mixed with 40L of met... Reactants: COC(CNC=1C2=C(NC3=C(N1)C=CC=C3)C=CC=C2)OC.N=2C=CN3C1=C(NC4=C(C32)C=CC=C4)C=CC=C1 (9H-Dibenzo[b,f]imidazo[1,2-d][1,4]diazepine [(5H-dibenzo[b,e][1,4]diazepine-11-yl)amino]acetaldehyde dimethyl acetal), S(O)(O)(=O)=O (sulfuric acid). Product: N=1C=CN2C3=C(NC4=C(C21)C=CC=C4)C=CC=C3 (9H-dibenzo[b,f]imidazo[1,2-d][1, 4]diazepine). Yield: 70.0%. RXN SMILES: CO[CH:3](OC)[CH2:4][NH:5][C:6]1[C:7]2[CH:20]=[CH:19][CH:18]=[CH:17][C:8]=2[NH:9][C:10]2[CH:16]=[CH:15][CH:14]=[CH:13][C:11]=2[N:12]=1.N1C=CN2C=1C1C=CC=CC=1NC1C=CC=CC2=1.S(=O)(=O)(O)O>>[N:5]1[CH:4]=[CH:3][N:12]2[C:6]=1[C:7]1[CH:20]=[CH:19][CH:18]=[CH:17][C:8]=1[NH:9][C:10]1[CH:16]=[CH:15][CH:14]=[CH:13][C:11]2=1 |f:0.1|. Reported procedure: 9H-Dibenzo[b,f]imidazo[1,2-d][1,4]diazepine [(5H-dibenzo[b,e][1,4]diazepine-11-yl)amino]acetaldehyde dimethyl acetal (30.0 g., 101.0 mmol.) is dissolved in 100 ml. of concentrated sulfuric acid and stirred at room temperature for 3 hours. The product is isolated by pouring the acid solution cautiously, and in portions into ice-cold distilled water, and carefully adding the resulting slurry to 3.0 L. of cold 10% aqueous sodium hydroxide solution. The product is extracted with chloroform; the chlo...